This data is from the Open Reaction Database (ORD), a public repository of structured organic reaction records. The task is: describe an organic reaction: reactants, conditions, products, and yield The reactants are C(C1=CC=CC=C1)N1C2=CC=CC=C2C=2C(=CC=CC12)OCCN (2-[(9-benzyl-9H-carbazol-4-yl)oxy]ethylamine), C(=O)OCC (ethyl formate). Reaction conditions: temperature 67.5 celsius, time 45 minute. Yields the product C(C1=CC=CC=C1)N1C2=CC=CC=C2C=2C(=CC=CC12)OCCNC=O (N-{2-[(9-benzyl-9H-carbazol-4-yl)oxy]ethyl}formamide). Yield: 75.0%. As a reaction SMILES: [CH2:1]([N:8]1[C:20]2[CH:19]=[CH:18][CH:17]=[C:16]([O:21][CH2:22][CH2:23][NH2:24])[C:15]=2[C:14]2[C:9]1=[CH:10][CH:11]=[CH:12][CH:13]=2)[C:2]1[CH:7]=[CH:6][CH:5]=[CH:4][CH:3]=1.[CH:25](OCC)=[O:26]>>[CH2:1]([N:8]1[C:20]2[CH:19]=[CH:18][CH:17]=[C:16]([O:21][CH2:22][CH2:23][NH:24][CH:25]=[O:26])[C:15]=2[C:14]2[C:9]1=[CH:10][CH:11]=[CH:12][CH:13]=2)[C:2]1[CH:7]=[CH:6][CH:5]=[CH:4][CH:3]=1. Procedure: A mixture of 2-[(9-benzyl-9H-carbazol-4-yl)oxy]ethylamine (0.0714 g, 0.226 mmol) and ethyl formate (3 mL) is stirred at 65-70° C. for 45 min. After cooling, excess ethyl formate is removed in vacuo and the residue is partitioned between CH2Cl2 and aq. sodium sulfate. The organic layers are dried over sodium sulfate and concentrated; the residue is crystallized from CH2Cl2-EtOAc-hexane to give 0.0585 g (75%) of the title compound as a white, crystalline solid; mp 161-162° C.; MS (ESI+) for m/z 34... Procedure: A 0.76M solution of isopropyl magnesium bromide in THF (8.5 ml) was added dropwise to a solution of tert-butyl {4-[3-{[methoxy(methyl)amino]carbonyl}-1-(4-methoxy-phenyl)-1-H-pyrazol-5-yl]benzyl}carbamate (1 g) in THF (10 ml) at 10–15° C. The mixture was stirred at ambient temperature for 4 hours. The reaction mixture was poured into a mixture of 1M HCl and ice. The mixture was extracted with AcOEt. The organic layer was washed with saturated aqueous sodium bicarbonate solution and saturated aqu... Product: C(C(C)C)(=O)C1=NN(C(=C1)C1=CC=C(CNC(OC(C)(C)C)=O)C=C1)C1=CC=C(C=C1)OC (tert-butyl {4-[3-isobutyryl-1-(4-methoxyphenyl)-1H-pyrazol-5-yl]benzyl}carbamate). Reactants: Cl (HCl), solution, C(C)(C)[Mg]Br (isopropyl magnesium bromide), CON(C(=O)C1=NN(C(=C1)C1=CC=C(CNC(OC(C)(C)C)=O)C=C1)C1=CC=C(C=C1)OC)C (tert-butyl {4-[3-{[methoxy(methyl)amino]carbonyl}-1-(4-methoxy-phenyl)-1-H-pyrazol-5-yl]benzyl}carbamate). Reaction conditions: time 4 hour. The solvent is C1CCOC1 (THF), C1CCOC1 (THF). As a reaction SMILES: [CH:1]([Mg]Br)([CH3:3])[CH3:2].CON(C)[C:9]([C:11]1[CH:15]=[C:14]([C:16]2[CH:30]=[CH:29][C:19]([CH2:20][NH:21][C:22](=[O:28])[O:23][C:24]([CH3:27])([CH3:26])[CH3:25])=[CH:18][CH:17]=2)[N:13]([C:31]2[CH:36]=[CH:35][C:34]([O:37][CH3:38])=[CH:33][CH:32]=2)[N:12]=1)=[O:10].Cl>C1COCC1>[C:9]([C:11]1[CH:15]=[C:14]([C:16]2[CH:30]=[CH:29][C:19]([CH2:20][NH:21][C:22](=[O:28])[O:23][C:24]([CH3:27])([CH3:26])[CH3:25])=[CH:18][CH:17]=2)[N:13]([C:31]2[CH:36]=[CH:35][C:34]([O:37][CH3:38])=[CH:33][CH:32]=2)[N:12]=1)(=[O:10])[CH:1]([CH3:3])[CH3:2]. Reactants: [Br-], C1CCOC1, [Mg+]c1ccc(Cl)cc1, CC(O)c1ccc(C#N)cc1. Yields the product CC(O)c1ccc(C(N)c2ccc(Cl)cc2)cc1. RXN SMILES: [Br-:12].[CH2:21]1[O:22][CH2:23][CH2:24][CH2:25]1.[Cl:13][c:14]1[cH:15][cH:16][c:17]([Mg+:20])[cH:18][cH:19]1.[OH:1][CH:2]([CH3:3])[c:4]1[cH:5][cH:6][c:7]([C:8]#[N:9])[cH:10][cH:11]1>>[OH:1][CH:2]([CH3:3])[c:4]1[cH:5][cH:6][c:7]([CH:8]([NH2:9])[c:17]2[cH:16][cH:15][c:14]([Cl:13])[cH:19][cH:18]2)[cH:10][cH:11]1. Starting materials: Brc1ccc2sccc2c1, O=C([O-])O, CC(C)(C)OC(=O)c1ccc(B2OC(C)(C)C(C)(C)O2)cc1NC(=O)c1ccccc1, CCOC(C)=O, Cc1ccccc1, CCO, [Na+], O, c1ccc(P(c2ccccc2)(c2ccccc2)[Pd](P(c2ccccc2)(c2ccccc2)c2ccccc2)(P(c2ccccc2)(c2ccccc2)c2ccccc2)P(c2ccccc2)(c2ccccc2)c2ccccc2)cc1. Yields the product CC(C)(C)OC(=O)c1ccc(-c2ccc3sccc3c2)cc1NC(=O)c1ccccc1. RXN SMILES: [Br:1][c:2]1[cH:3][cH:4][c:5]2[c:6]([cH:7][cH:8][s:9]2)[cH:10]1.[C:11](=[O:12])([O-:13])[OH:14].[C:19]([c:20]1[cH:21][cH:22][cH:23][cH:24][cH:25]1)(=[O:26])[NH:27][c:28]1[c:29]([C:30](=[O:31])[O:32][C:33]([CH3:34])([CH3:35])[CH3:36])[cH:37][cH:38][c:39]([B:41]2[O:42][C:43]([CH3:44])([CH3:45])[C:46]([CH3:47])([CH3:48])[O:49]2)[cH:40]1.[CH3:128][CH2:129][O:130][C:131](=[O:132])[CH3:133].[CH3:134][c:135]1[cH:136][cH:137][cH:138][cH:139][cH:140]1.[CH3:16][CH2:17][OH:18].[Na+:15].[OH2:127].[cH:50]1[cH:51][cH:52][c:53]([P:54]([Pd:55]([P:56]([c:57]2[cH:58][cH:59][cH:60][cH:61][cH:62]2)([c:63]2[cH:64][cH:65][cH:66][cH:67][cH:68]2)[c:69]2[cH:70][cH:71][cH:72][cH:73][cH:74]2)([P:75]([c:76]2[cH:77][cH:78][cH:79][cH:80][cH:81]2)([c:82]2[cH:83][cH:84][cH:85][cH:86][cH:87]2)[c:88]2[cH:89][cH:90][cH:91][cH:92][cH:93]2)[P:94]([c:95]2[cH:96][cH:97][cH:98][cH:99][cH:100]2)([c:101]2[cH:102][cH:103][cH:104][cH:105][cH:106]2)[c:107]2[cH:108][cH:109][cH:110][cH:111][cH:112]2)([c:113]2[cH:114][cH:115][cH:116][cH:117][cH:118]2)[c:119]2[cH:120][cH:121][cH:122][cH:123][cH:124]2)[cH:125][cH:126]1>>[c:2]1(-[c:39]2[cH:38][cH:37][c:29]([C:30](=[O:31])[O:32][C:33]([CH3:34])([CH3:35])[CH3:36])[c:28]([NH:27][C:19]([c:20]3[cH:21][cH:22][cH:23][cH:24][cH:25]3)=[O:26])[cH:40]2)[cH:3][cH:4][c:5]2[c:6]([cH:7][cH:8][s:9]2)[cH:10]1. The reactants are CN1CCCC1=O, O=C(Nc1ccc(F)cc1)c1cc([N+](=O)[O-])cc2c(O)nc(Cl)nc12, Nc1ccc(F)c(C(F)(F)F)c1, O. The product is O=C(Nc1ccc(F)cc1)c1cc([N+](=O)[O-])cc2c(O)nc(Nc3ccc(F)c(C(F)(F)F)c3)nc12. RXN SMILES: [CH3:38][N:39]1[CH2:40][CH2:41][CH2:42][C:43]1=[O:44].[F:1][c:2]1[cH:3][cH:4][c:5]([NH:8][C:9](=[O:10])[c:11]2[cH:12][c:13]([N+:23](=[O:24])[O-:25])[cH:14][c:15]3[c:16]([OH:22])[n:17][c:18]([Cl:21])[n:19][c:20]23)[cH:6][cH:7]1.[F:26][c:27]1[c:28]([C:34]([F:35])([F:36])[F:37])[cH:29][c:30]([NH2:31])[cH:32][cH:33]1.[OH2:45]>>[F:1][c:2]1[cH:3][cH:4][c:5]([NH:8][C:9](=[O:10])[c:11]2[cH:12][c:13]([N+:23](=[O:24])[O-:25])[cH:14][c:15]3[c:16]([OH:22])[n:17][c:18]([NH:31][c:30]4[cH:29][c:28]([C:34]([F:35])([F:36])[F:37])[c:27]([F:26])[cH:33][cH:32]4)[n:19][c:20]23)[cH:6][cH:7]1. Product: C(C)ON=C(CCC)C=1C(CC(CC1O)C1=C(N=C(C=2C(CCCC12)=O)C)OC)=O (2-[1-(ethoxyimino)butyl]-3-hydroxy-5-(3-methoxy-1-methyl-8-oxo-5,6,7,8-tetrahydroisoquinolin-4-yl)cyclohex-2-en-1-one). Reaction SMILES: [Cr](Cl)([O-])(=O)=O.[NH+]1C=CC=CC=1.[CH2:12]([O:14][N:15]=[C:16]([C:20]1[C:21](=[O:41])[CH2:22][CH:23]([C:27]2[C:36]3[CH2:35][CH2:34][CH2:33][CH:32]([OH:37])[C:31]=3[C:30]([CH3:38])=[N:29][C:28]=2[O:39][CH3:40])[CH2:24][C:25]=1[OH:26])[CH2:17][CH2:18][CH3:19])[CH3:13]>ClCCl>[CH2:12]([O:14][N:15]=[C:16]([C:20]1[C:25](=[O:26])[CH2:24][CH:23]([C:27]2[C:36]3[CH2:35][CH2:34][CH2:33][C:32](=[O:37])[C:31]=3[C:30]([CH3:38])=[N:29][C:28]=2[O:39][CH3:40])[CH2:22][C:21]=1[OH:41])[CH2:17][CH2:18][CH3:19])[CH3:13] |f:0.1|. Solvent: ClCCl (dichloromethane). Reactants: [Cr](=O)(=O)([O-])Cl.[NH+]1=CC=CC=C1 (Pyridinium chlorochromate), C(C)ON=C(CCC)C=1C(CC(CC1O)C1=C(N=C(C=2C(CCCC12)O)C)OC)=O (2-[1-(ethoxyimino)butyl]-3-hydroxy-5-(8-hydroxy-3-methoxy-1-methyl-5,6,7,8-tetrahydroisoquinolin-4-yl)cyclohex-2-en-1-one). Procedure: Pyridinium chlorochromate (1.1 equiv) was added in small portions to a stirred solution of 2-[1-(ethoxyimino)butyl]-3-hydroxy-5-(8-hydroxy-3-methoxy-1-methyl-5,6,7,8-tetrahydroisoquinolin-4-yl)cyclohex-2-en-1-one (0.1 g) in dichloromethane (40 ml) at room temperature. The mixture was filtered through a small silica chromatography column with dichloromethane/ethyl acetate (5:1 v/v) elution to give 2-[1-(ethoxyimino)butyl]-3-hydroxy-5-(3-methoxy-1-methyl-8-oxo-5,6,7,8-tetrahydroisoquinolin-4-yl)cy... Procedure: By the method of Example 184, cis-3-(3-pyridylmethyl)-6-(2-quinolyl)methoxy-4-chromanol (1.00 g, 2.51 mmol) was converted to 830 mg (70%) of the title dihydrochloride salt, crystallized from a mixture of ethanol, ether and water, m.p. 110° C. (dec.). Reaction SMILES: [N:1]1[CH:6]=[CH:5][CH:4]=[C:3]([CH2:7][C@H:8]2[C@@H:17]([OH:18])[C:16]3[C:11](=[CH:12][CH:13]=[C:14]([O:19][CH2:20][C:21]4[CH:30]=[CH:29][C:28]5[C:23](=[CH:24][CH:25]=[CH:26][CH:27]=5)[N:22]=4)[CH:15]=3)[O:10][CH2:9]2)[CH:2]=1.C1(N)C(F)=C(F)C(F)=C(N)C=1F.[ClH:43].Cl>>[ClH:43].[ClH:43].[N:1]1[CH:6]=[CH:5][CH:4]=[C:3]([CH2:7][C@H:8]2[C@@H:17]([OH:18])[C:16]3[C:11](=[CH:12][CH:13]=[C:14]([O:19][CH2:20][C:21]4[CH:30]=[CH:29][C:28]5[C:23](=[CH:24][CH:25]=[CH:26][CH:27]=5)[N:22]=4)[CH:15]=3)[O:10][CH2:9]2)[CH:2]=1 |f:1.2.3,4.5.6|. Product: Cl.Cl.N1=CC(=CC=C1)C[C@@H]1COC2=CC=C(C=C2[C@@H]1O)OCC1=NC2=CC=CC=C2C=C1 (cis-3-(3-Pyridylmethyl)-6-(2-quinolyl)methoxy-4-chromanol Dihydrochloride). The reactants are N1=CC(=CC=C1)C[C@@H]1COC2=CC=C(C=C2[C@@H]1O)OCC1=NC2=CC=CC=C2C=C1 (cis-3-(3-pyridylmethyl)-6-(2-quinolyl)methoxy-4-chromanol), C1(=C(C(=C(C(=C1F)F)F)N)F)N.Cl.Cl (dihydrochloride).